Dataset: the Open Reaction Database (ORD), a public repository of structured organic reaction records. Task: describe an organic reaction: reactants, conditions, products, and yield The reactants are CC(=O)O, CC(=O)[O-], CO, CCc1c(C=O)cccc1-c1nnc(-c2ccc(OC(C)C)c(Cl)c2)s1, CCOC(=O)C1CCNCC1, [Na+]. The product is CCOC(=O)C1CCN(Cc2cccc(-c3nnc(-c4ccc(OC(C)C)c(Cl)c4)s3)c2CC)CC1. RXN SMILES: [C:43]([OH:44])(=[O:45])[CH3:46].[CH3:39][C:40](=[O:41])[O-:42].[CH3:47][OH:48].[Cl:1][c:2]1[cH:3][c:4](-[c:12]2[n:13][n:14][c:15](-[c:17]3[c:18]([CH2:25][CH3:26])[c:19]([CH:20]=[O:21])[cH:22][cH:23][cH:24]3)[s:16]2)[cH:5][cH:6][c:7]1[O:8][CH:9]([CH3:10])[CH3:11].[NH:27]1[CH2:28][CH2:29][CH:30]([C:33](=[O:34])[O:35][CH2:36][CH3:37])[CH2:31][CH2:32]1.[Na+:38]>>[Cl:1][c:2]1[cH:3][c:4](-[c:12]2[n:13][n:14][c:15](-[c:17]3[c:18]([CH2:25][CH3:26])[c:19]([CH2:20][N:27]4[CH2:28][CH2:29][CH:30]([C:33](=[O:34])[O:35][CH2:36][CH3:37])[CH2:31][CH2:32]4)[cH:22][cH:23][cH:24]3)[s:16]2)[cH:5][cH:6][c:7]1[O:8][CH:9]([CH3:10])[CH3:11].